Dataset: the Open Reaction Database (ORD), a public repository of structured organic reaction records. Task: describe an organic reaction: reactants, conditions, products, and yield The reactants are O=C1CCC(=O)N1Br, ClC(Cl)(Cl)Cl, CCOc1ccc(C)cc1OCCCOC, CC(C)(C#N)N=NC(C)(C)C#N. Reaction SMILES: [Br:17][N:18]1[C:19](=[O:20])[CH2:21][CH2:22][C:23]1=[O:24].[C:37]([Cl:38])([Cl:39])([Cl:40])[Cl:41].[CH2:1]([CH3:2])[O:3][c:4]1[c:5]([O:11][CH2:12][CH2:13][CH2:14][O:15][CH3:16])[cH:6][c:7]([CH3:10])[cH:8][cH:9]1.[N:25]([C:26]([CH3:27])([CH3:28])[C:29]#[N:30])=[N:31][C:32]([CH3:33])([CH3:34])[C:35]#[N:36]>>[CH2:1]([CH3:2])[O:3][c:4]1[c:5]([O:11][CH2:12][CH2:13][CH2:14][O:15][CH3:16])[cH:6][c:7]([CH2:10][Br:17])[cH:8][cH:9]1. Yields the product CCOc1ccc(CBr)cc1OCCCOC.